This data is from the Open Reaction Database (ORD), a public repository of structured organic reaction records. The task is: describe an organic reaction: reactants, conditions, products, and yield Reactants: O1C(OCCC1)CCC(=O)C1=C(C2=C(N(C1=O)C)C=C(S2)Br)O (6-(3-(1,3-Dioxan-2-yl)propanoyl)-2-bromo-7-hydroxy-4-methylthieno[3,2-b]pyridin-5(4H)-one), [H-].[Na+] (sodium hydride), 2-[2-(1,3-Dioxanyl)]ethylmagnesium bromide, BrC1=CC=2N(C(C(=C(C2S1)O)C(=O)OCC)=O)C (ethyl 2-bromo-7-hydroxy-4-methyl-5-oxo-4,5-dihydrothieno[3,2-b]pyridine-6-carboxylate), BrC1=CC(=C(S1)C(=O)OC)NC (methyl 5-bromo-3-(methylamino)thiophene-2-carboxylate). The solvent is C1CCOC1 (THF), C1CCOC1 (THF). Reaction conditions: time 1 hour. The product is BrC1=CC=2N(C(C(=C(C2S1)O)C(CCC(=O)O)=O)=O)C (4-(2-bromo-7-hydroxy-4-methyl-5-oxo-4,5-dihydrothieno[3,2-b]pyridin-6-yl)-4-oxobutanoic Acid). As a reaction SMILES: [O:1]1CCC[O:3][CH:2]1[CH2:7][CH2:8][C:9]([C:11]1[C:16](=[O:17])[N:15]([CH3:18])[C:14]2[CH:19]=[C:20]([Br:22])[S:21][C:13]=2[C:12]=1[OH:23])=[O:10].BrC1SC2C(O)=C(C(OCC)=O)C(=O)N(C)C=2C=1.BrC1SC(C(OC)=O)=C(NC)C=1.[H-].[Na+]>C1COCC1>[Br:22][C:20]1[S:21][C:13]2[C:12]([OH:23])=[C:11]([C:9](=[O:10])[CH2:8][CH2:7][C:2]([OH:3])=[O:1])[C:16](=[O:17])[N:15]([CH3:18])[C:14]=2[CH:19]=1 |f:3.4|. Reported procedure: 6-(3-(1,3-Dioxan-2-yl)propanoyl)-2-bromo-7-hydroxy-4-methylthieno[3,2-b]pyridin-5(4H)-one. To ethyl 2-bromo-7-hydroxy-4-methyl-5-oxo-4,5-dihydrothieno[3,2-b]pyridine-6-carboxylate (800 mg, 2408 μmol, prepared in a manner similar to that described in Method 7 using methyl 5-bromo-3-(methylamino)thiophene-2-carboxylate (Method 6(b))) was added THF (24 mL) and sodium hydride (60% in oil; 963 mg, 24084 μmol). The resulting mixture was stirred for 1 hour at ambient temperature. 2-[2-(1,3-Dioxanyl)]et...